Task: describe an organic reaction: reactants, conditions, products, and yield. Dataset: the Open Reaction Database (ORD), a public repository of structured organic reaction records Starting materials: CC1=C(C=CC(=C1C(=O)N)C(=O)N)Br (4-Bromo-3-methylbenzenecarboxamidamide), C[O-].[Na+] (sodium methoxide). Run in CO (methanol). Product: BrC1=C(C=C(C=C1)C1=NC=CC=N1)C (2-(4-Bromo-3-methylphenyl)pyrimidine). Isolated yield 300.1%. Reaction SMILES: [CH3:1][C:2]1[C:7](C(N)=O)=[C:6]([C:11]([NH2:13])=O)[CH:5]=[CH:4][C:3]=1[Br:14].C[O-].[Na+]>CO>[Br:14][C:3]1[CH:4]=[CH:5][C:6]([C:11]2[N:13]=[CH:5][CH:6]=[CH:11][N:13]=2)=[CH:7][C:2]=1[CH3:1] |f:1.2|. Procedure details: To a solution of 5.0 g (23.46 mmol) of the title compound of Step A in 15 mL of methanol ("MeOH"), 7.94 g (35.2 mmol) of the title compound of Step B and 1.9 g (35.2 mmol) of sodium methoxide were added and the mixture stirred at room temperature under argon for 1 hr. The solution was then refluxed for 4 hrs and concentrated to about 10 mL. The residue was then added to 200 mL of water and extracted with 4×150 mL of ethyl acetate ("EtOAc"). The combined organic extracts were washed once with wat... Starting materials: C(C(C)(C)C)(=O)OC[C@H](C=1C(=C2C=CC(=NC2=CC1C)N1CCOCC1)C1=CC=C(C=C1)Cl)OC(C)(C)C ((S)-2-tert-butoxy-2-(5-(4-chlorophenyl)-7-methyl-2-morpholinoquinolin-6-yl)ethyl pivalate), C(C(C)(C)C)(=O)OC[C@H](C=1C(=C2C=CC(=NC2=CC1C)C#CC1=CC=CC=C1)C1=CC=C(C=C1)Cl)OC(C)(C)C ((S)-2-tert-butoxy-2-(5-(4-chlorophenyl)-7-methyl-2-(phenylethynyl)quinolin-6-yl)ethyl pivalate). Product: C(C)(C)(C)O[C@H](CO)C=1C(=C2C=CC(=NC2=CC1C)C#CC1=CC=CC=C1)C1=CC=C(C=C1)Cl ((S)-2-tert-Butoxy-2-(5-(4-chlorophenyl)-7-methyl-2-(phenylethynyl)quinolin-6-yl)ethanol). As a reaction SMILES: C(OC[C@@H](OC(C)(C)C)C1C(C2C=CC(Cl)=CC=2)=C2C(=CC=1C)N=C(N1CCOCC1)C=C2)(=O)C(C)(C)C.C([O:45][CH2:46][C@@H:47]([O:74][C:75]([CH3:78])([CH3:77])[CH3:76])[C:48]1[C:49]([C:67]2[CH:72]=[CH:71][C:70]([Cl:73])=[CH:69][CH:68]=2)=[C:50]2[C:55](=[CH:56][C:57]=1[CH3:58])[N:54]=[C:53]([C:59]#[C:60][C:61]1[CH:66]=[CH:65][CH:64]=[CH:63][CH:62]=1)[CH:52]=[CH:51]2)(=O)C(C)(C)C>>[C:75]([O:74][C@@H:47]([C:48]1[C:49]([C:67]2[CH:72]=[CH:71][C:70]([Cl:73])=[CH:69][CH:68]=2)=[C:50]2[C:55](=[CH:56][C:57]=1[CH3:58])[N:54]=[C:53]([C:59]#[C:60][C:61]1[CH:66]=[CH:65][CH:64]=[CH:63][CH:62]=1)[CH:52]=[CH:51]2)[CH2:46][OH:45])([CH3:78])([CH3:76])[CH3:77]. Procedure details: (S)-2-tert-Butoxy-2-(5-(4-chlorophenyl)-7-methyl-2-(phenylethynyl)quinolin-6-yl)ethanol (12 mg) was prepared in a similar manner as compound (S)-2-tert-butoxy-2-(5-(4-chlorophenyl)-7-methyl-2-morpholinoquinolin-6-yl)ethanol of Example 29 except using (S)-2-tert-butoxy-2-(5-(4-chlorophenyl)-7-methyl-2-(phenylethynyl)quinolin-6-yl)ethyl pivalate instead of (S)-2-tert-butoxy-2-(5-(4-chlorophenyl)-7-methyl-2-morpholinoquinolin-6-yl)ethyl pivalate. LCMS-ESI+ (m/z): [M+H]+ calcd for C30H29ClNO2: 470.2... The reactants are O=C1Cc2ccc(Br)cc2N1, O=C([O-])[O-], CC(=O)[O-], [K+], [K+], [K+], NC(=O)c1sc2nc(N3CCC(NCC(O)c4ccc(Br)cn4)CC3)cc(C(F)(F)F)c2c1N, CN(C)C=O, O, c1ccc(P(c2ccccc2)(c2ccccc2)[Pd](P(c2ccccc2)(c2ccccc2)c2ccccc2)(P(c2ccccc2)(c2ccccc2)c2ccccc2)P(c2ccccc2)(c2ccccc2)c2ccccc2)cc1. Yields the product NC(=O)c1sc2nc(N3CCC(NCC(O)c4ccc(-c5ccc6c(c5)NC(=O)C6)cn4)CC3)cc(C(F)(F)F)c2c1N. Reaction SMILES: [Br:40][c:41]1[cH:42][cH:43][c:44]2[c:48]([cH:49]1)[NH:47][C:46](=[O:50])[CH2:45]2.[C:51](=[O:52])([O-:53])[O-:54].[CH3:36][C:37](=[O:38])[O-:39].[K+:35].[K+:55].[K+:56].[NH2:1][c:2]1[c:3]([C:32](=[O:33])[NH2:34])[s:4][c:5]2[n:6][c:7]([N:15]3[CH2:16][CH2:17][CH:18]([NH:21][CH2:22][CH:23]([OH:24])[c:25]4[n:26][cH:27][c:28]([Br:31])[cH:29][cH:30]4)[CH2:19][CH2:20]3)[cH:8][c:9]([C:11]([F:12])([F:13])[F:14])[c:10]12.[O:57]=[CH:58][N:59]([CH3:60])[CH3:61].[OH2:62].[cH:63]1[cH:64][cH:65][c:66]([P:67]([Pd:68]([P:69]([c:70]2[cH:71][cH:72][cH:73][cH:74][cH:75]2)([c:76]2[cH:77][cH:78][cH:79][cH:80][cH:81]2)[c:82]2[cH:83][cH:84][cH:85][cH:86][cH:87]2)([P:88]([c:89]2[cH:90][cH:91][cH:92][cH:93][cH:94]2)([c:95]2[cH:96][cH:97][cH:98][cH:99][cH:100]2)[c:101]2[cH:102][cH:103][cH:104][cH:105][cH:106]2)[P:107]([c:108]2[cH:109][cH:110][cH:111][cH:112][cH:113]2)([c:114]2[cH:115][cH:116][cH:117][cH:118][cH:119]2)[c:120]2[cH:121][cH:122][cH:123][cH:124][cH:125]2)([c:126]2[cH:127][cH:128][cH:129][cH:130][cH:131]2)[c:132]2[cH:133][cH:134][cH:135][cH:136][cH:137]2)[cH:138][cH:139]1>>[NH2:1][c:2]1[c:3]([C:32](=[O:33])[NH2:34])[s:4][c:5]2[n:6][c:7]([N:15]3[CH2:16][CH2:17][CH:18]([NH:21][CH2:22][CH:23]([OH:24])[c:25]4[n:26][cH:27][c:28](-[c:41]5[cH:42][cH:43][c:44]6[c:48]([cH:49]5)[NH:47][C:46](=[O:50])[CH2:45]6)[cH:29][cH:30]4)[CH2:19][CH2:20]3)[cH:8][c:9]([C:11]([F:12])([F:13])[F:14])[c:10]12. Starting materials: CC(C)(C)OC(=O)N1CCC(Nc2ccccc2C(F)(F)F)CC1, CI, [H-], [Na+], CN(C)C=O. The product is CN(c1ccccc1C(F)(F)F)C1CCN(C(=O)OC(C)(C)C)CC1. RXN SMILES: [C:1]([CH3:2])([CH3:3])([CH3:4])[O:5][C:6](=[O:7])[N:8]1[CH2:9][CH2:10][CH:11]([NH:14][c:15]2[c:16]([C:21]([F:22])([F:23])[F:24])[cH:17][cH:18][cH:19][cH:20]2)[CH2:12][CH2:13]1.[CH3:27][I:28].[H-:26].[Na+:25].[O:29]=[CH:30][N:31]([CH3:32])[CH3:33]>>[C:1]([CH3:2])([CH3:3])([CH3:4])[O:5][C:6](=[O:7])[N:8]1[CH2:9][CH2:10][CH:11]([N:14]([c:15]2[c:16]([C:21]([F:22])([F:23])[F:24])[cH:17][cH:18][cH:19][cH:20]2)[CH3:27])[CH2:12][CH2:13]1. Reactants: [N+](=O)([O-])C1=C(C=CC=C1)C(CO)C (2-(2-nitrophenyl)propanol), CN1CCOCC1 (N-methylmorpholine), O=C(OC(Cl)(Cl)Cl)Cl (diphosgene). Run in C1CCOC1 (THF), C1CCOC1 (THF). Run at temperature 0 celsius, time 1 hour. The product is [N+](=O)([O-])C1=C(C=CC=C1)C(COC(=O)Cl)C (2-(2-nitrophenyl)propoxycarbonylchloride). The yield is 71.4%. As a reaction SMILES: [N+:1]([C:4]1[CH:9]=[CH:8][CH:7]=[CH:6][C:5]=1[CH:10]([CH3:13])[CH2:11][OH:12])([O-:3])=[O:2].CN1CCOCC1.O=C(Cl)[O:23][C:24](Cl)(Cl)[Cl:25]>C1COCC1>[N+:1]([C:4]1[CH:9]=[CH:8][CH:7]=[CH:6][C:5]=1[CH:10]([CH3:13])[CH2:11][O:12][C:24]([Cl:25])=[O:23])([O-:3])=[O:2]. Procedure: A solution consisting of 7.2 g 2-(2-nitrophenyl)propanol (39.7 mmol) and 4.4 ml N-methylmorpholine (39.7 mmol) in 15 ml absolute THF are slowly added to 5 ml diphosgene (41.4 mmol) in 10 ml absolute THF at 0° C. in a nitrogen atmosphere through a needle. Having stirred for 1 hour at 0° C., some of the precipitate is sucked off and the filtrate is withdrawn at the high vacuum. 6.91 g of (1) is obtained in the form of a brown oil (71%). The reactants are FC(C(=O)O)(F)F.FC(C(=O)O)(F)F.FC(C(=O)O)(F)F.ClC=1C=NC=2NC=3C=NC=C(CCC4=C(C=CC(NC1N2)=C4)NC(CC4CCNCC4)=O)C3 (N-[6-chloro-2,4,8,18,22-pentaazatetracyclo[14.3.1.1(3,7).1(9,13)]docosa-1(20),3(22),4,6,9(21),10,12,16,18-nonaen-12-yl]-2-piperidin-4-ylacetamide tris(trifluoroacetate)), N(=C=O)C1=C(C=CC=C1)C (1-isocyanato-2-methylbenzene). Product: FC(C(=O)O)(F)F.FC(C(=O)O)(F)F.ClC=1C=NC=2NC=3C=NC=C(CCC4=C(C=CC(NC1N2)=C4)NC(CC4CCN(CC4)C(=O)NC4=C(C=CC=C4)C)=O)C3 (4-(2-{[6-Chloro-2,4,8,18,22-pentaazatetracyclo[14.3.1.1(3,7).1(9,13)]docosa-1(20),3(22),4,6,9(21),10,12,16,18-nonaen-12-yl]amino}-2-oxoethyl)-N-(2-methylphenyl)piperidine-1-carboxamide bis(trifluoroacetate)). Yield: 31.0%. RXN SMILES: [F:1][C:2]([F:7])([F:6])[C:3]([OH:5])=[O:4].[F:8][C:9]([F:14])([F:13])[C:10]([OH:12])=[O:11].FC(F)(F)C(O)=O.[Cl:22][C:23]1[CH:24]=[N:25][C:26]2[NH:27][C:28]3[CH:29]=[N:30][CH:31]=[C:32]([CH:54]=3)[CH2:33][CH2:34][C:35]3[CH:43]=[C:39]([NH:40][C:41]=1[N:42]=2)[CH:38]=[CH:37][C:36]=3[NH:44][C:45](=[O:53])[CH2:46][CH:47]1[CH2:52][CH2:51][NH:50][CH2:49][CH2:48]1.[N:55]([C:58]1[CH:63]=[CH:62][CH:61]=[CH:60][C:59]=1[CH3:64])=[C:56]=[O:57]>>[F:1][C:2]([F:7])([F:6])[C:3]([OH:5])=[O:4].[F:8][C:9]([F:14])([F:13])[C:10]([OH:12])=[O:11].[Cl:22][C:23]1[CH:24]=[N:25][C:26]2[NH:27][C:28]3[CH:29]=[N:30][CH:31]=[C:32]([CH:54]=3)[CH2:33][CH2:34][C:35]3[CH:43]=[C:39]([NH:40][C:41]=1[N:42]=2)[CH:38]=[CH:37][C:36]=3[NH:44][C:45](=[O:53])[CH2:46][CH:47]1[CH2:52][CH2:51][N:50]([C:56]([NH:55][C:58]2[CH:63]=[CH:62][CH:61]=[CH:60][C:59]=2[CH3:64])=[O:57])[CH2:49][CH2:48]1 |f:0.1.2.3,5.6.7|. Reported procedure: The desired compound was prepared according to the procedure of Example A9, step H using N-[6-chloro-2,4,8,18,22-pentaazatetracyclo[14.3.1.1(3,7).1(9,13)]docosa-1(20),3(22),4,6,9(21),10,12,16,18-nonaen-12-yl]-2-piperidin-4-ylacetamide tris(trifluoroacetate) and 1-isocyanato-2-methylbenzene as starting materials in 31% yield. LCMS for C32H34ClN8O2 (M+H)+: m/z=597.2. Starting materials: solution, [OH-].C(C1=CC=CC=C1)[N+](C)(C)C (benzyltrimethylammonium hydroxide), CC=1C(CC(C1)(C)C)=O (2,4,4-trimethyl-cyclopent-2-en1-one), [N+](=O)([O-])C (nitromethane). Run in CO (methanol), CCOCC (ether), CCOCC (ether). Reaction conditions: time 30 minute. The product is C(=O)C1C(C(CC1(C)C)=O)C (1-formyl-3-oxo-2,5,5-trimethyl-cyclopentane), 2,4-dinitrophenylhydrazone. Reaction SMILES: [CH3:1][C:2]1[C:3](=[O:9])[CH2:4][C:5]([CH3:8])([CH3:7])[CH:6]=1.[N+]([CH3:13])([O-])=O.[OH-:14].C([N+](C)(C)C)C1C=CC=CC=1>CO.CCOCC>[CH:13]([CH:6]1[C:5]([CH3:8])([CH3:7])[CH2:4][C:3](=[O:9])[CH:2]1[CH3:1])=[O:14] |f:2.3|. Procedure: 124 g. of 2,4,4-trimethyl-cyclopent-2-en1-one are introduced into 67 g. of nitromethane and, after the addition of 10 ml. of a 40% solution of benzyltrimethylammonium hydroxide in methanol, stirred at 70°C. for 3 days. The mixture is then taken up in ether The ether solution is washed with 10% sulfuric acid, dried over sodium sulfate and evaporated under reduced presssure. The remaining 2,4,4-trimethyl-3-nitromethyl-cyclopentanone boils after rectification in a high vacuum at 97°-100°C/0.2 mmHg.... Reactants: Cl.C(C1=CC=CC=C1)OC1=C(C=CC=C1Cl)C1(CCN(CC1)CCC1(CCCCC1)O)OC (1-[4-(benzyloxy-3-chlorophenyl]-2-(4-methoxypiperidin-1-yl)ethyl]cyclohexanol hydrochloride), C(C1=CC=CC=C1)OC1=C(C=C(C=C1)C(C(=O)N1CCC(CC1)OC)C1(CCCCC1)O)Cl (1-[1-[4-(benzyloxy)-3-chlorophenyl]-2-(4-methoxypiperidin-1-yl)-2-oxoethyl]cyclohexanol). Reaction SMILES: Cl.C(OC1C([Cl:16])=CC=CC=1C1(OC)CCN(CCC2(O)CCCCC2)CC1)C1C=CC=CC=1.[CH2:34]([O:41][C:42]1[CH:47]=[CH:46][C:45]([CH:48]([C:59]2([OH:65])[CH2:64][CH2:63][CH2:62][CH2:61][CH2:60]2)[C:49]([N:51]2[CH2:56][CH2:55][CH:54]([O:57][CH3:58])[CH2:53][CH2:52]2)=O)=[CH:44][C:43]=1[Cl:66])[C:35]1[CH:40]=[CH:39][CH:38]=[CH:37][CH:36]=1>>[ClH:16].[CH2:34]([O:41][C:42]1[CH:47]=[CH:46][C:45]([CH:48]([C:59]2([OH:65])[CH2:64][CH2:63][CH2:62][CH2:61][CH2:60]2)[CH2:49][N:51]2[CH2:52][CH2:53][CH:54]([O:57][CH3:58])[CH2:55][CH2:56]2)=[CH:44][C:43]=1[Cl:66])[C:35]1[CH:36]=[CH:37][CH:38]=[CH:39][CH:40]=1 |f:0.1,3.4|. Reported procedure: In an analogous manner to Example 1, step 2, 1-[1-[4-(benzyloxy-3-chlorophenyl]-2-(4-methoxypiperidin-1-yl)ethyl]cyclohexanol hydrochloride was prepared from 1-[1-[4-(benzyloxy)-3-chlorophenyl]-2-(4-methoxypiperidin-1-yl)-2-oxoethyl]cyclohexanol HRMS: calcd for C27H36ClNO3+H, 458.24620; found (ESI, [M+H]+), 458.2443. Product: Cl.C(C1=CC=CC=C1)OC1=C(C=C(C=C1)C(CN1CCC(CC1)OC)C1(CCCCC1)O)Cl (1-[1-[4-(benzyloxy)-3-chlorophenyl]-2-(4-methoxypiperidin-1-yl)ethyl]cyclohexanol Hydrochloride). The reactants are example 1 ( b ), CS(=O)(=O)C=1C=CC(=C(C(=O)O)C1)O[C@H](C(F)(F)F)C (5-methanesulfonyl-2-((S)-2,2,2-trifluoro-1-methyl-ethoxy)-benzoic acid), FC(C(=O)O)(F)F.FC(C1=NN=C(S1)N1CCNCC1)(F)F (1-(5-trifluoromethyl-[1,3,4]thiadiazol-2-yl)-piperazine trifluoroacetate). Product: CS(=O)(=O)C=1C=CC(=C(C1)C(=O)N1CCN(CC1)C=1SC(=NN1)C(F)(F)F)O[C@H](C(F)(F)F)C ([5-Methanesulfonyl-2-((S)-2,2,2-trifluoro-1-methyl-ethoxy)-phenyl]-[4-(5-trifluoromethyl-[1,3,4]thiadiazol-2-yl)-piperazin-1-yl]-methanone). Isolated yield 52.0%. Reaction SMILES: [CH3:1][S:2]([C:5]1[CH:6]=[CH:7][C:8]([O:14][C@@H:15]([CH3:20])[C:16]([F:19])([F:18])[F:17])=[C:9]([CH:13]=1)[C:10]([OH:12])=O)(=[O:4])=[O:3].FC(F)(F)C(O)=O.[F:28][C:29]([F:42])([F:41])[C:30]1[S:34][C:33]([N:35]2[CH2:40][CH2:39][NH:38][CH2:37][CH2:36]2)=[N:32][N:31]=1>>[CH3:1][S:2]([C:5]1[CH:6]=[CH:7][C:8]([O:14][C@@H:15]([CH3:20])[C:16]([F:19])([F:18])[F:17])=[C:9]([C:10]([N:38]2[CH2:37][CH2:36][N:35]([C:33]3[S:34][C:30]([C:29]([F:41])([F:28])[F:42])=[N:31][N:32]=3)[CH2:40][CH2:39]2)=[O:12])[CH:13]=1)(=[O:3])=[O:4] |f:1.2|. Reported procedure: Prepared in analogy to example 1 (b) from 5-methanesulfonyl-2-((S)-2,2,2-trifluoro-1-methyl-ethoxy)-benzoic acid (Example A15) and 1-(5-trifluoromethyl-[1,3,4]thiadiazol-2-yl)-piperazine trifluoroacetate (Example 62(b)). The crude material was purified by chromatography (SiO2, ethyl acetate/heptane) to yield the title compound as an off-white solid (yield 52%). MS (m/e): 533.0 (M+H+, 100%).